From a dataset of the Open Reaction Database (ORD), a public repository of structured organic reaction records. describe an organic reaction: reactants, conditions, products, and yield Procedure: A mixture of (4-naphthalen-2-ylmethyl-3-oxo-3,4-dihydro-2H-benzo[1,4]oxazin-5-ylamino)-acetic acid ethyl ester, I-63 (105 mg), methanol (3.0 mL), THF (2.0 mL) and 2.0 M NaOH (0.5 mL) was stirred at room temperature for 18 h. Methanol was evaporated and the residue was taken water (3.0 mL) and acidified to pH 1 with 2.0 M HCl resulting in the precipitation of a white solid. Solid was extracted with chloroform (10 mL×2), and the combined extracts were dried (brine, anhydrous sodium sulfate), conce... Reaction SMILES: C([O:3][C:4](=[O:29])[CH2:5][NH:6][C:7]1[C:12]2[N:13]([CH2:18][C:19]3[CH:28]=[CH:27][C:26]4[C:21](=[CH:22][CH:23]=[CH:24][CH:25]=4)[CH:20]=3)[C:14](=[O:17])[CH2:15][O:16][C:11]=2[CH:10]=[CH:9][CH:8]=1)C.CO.[OH-].[Na+]>C1COCC1>[CH:20]1[C:21]2[C:26](=[CH:25][CH:24]=[CH:23][CH:22]=2)[CH:27]=[CH:28][C:19]=1[CH2:18][N:13]1[C:12]2[C:7]([NH:6][CH2:5][C:4]([OH:29])=[O:3])=[CH:8][CH:9]=[CH:10][C:11]=2[O:16][CH2:15][C:14]1=[O:17] |f:2.3|. Starting materials: C(C)OC(CNC1=CC=CC2=C1N(C(CO2)=O)CC2=CC1=CC=CC=C1C=C2)=O ((4-naphthalen-2-ylmethyl-3-oxo-3,4-dihydro-2H-benzo[1,4]oxazin-5-ylamino)-acetic acid ethyl ester), CO (methanol), [OH-].[Na+] (NaOH). Yields the product C1=C(C=CC2=CC=CC=C12)CN1C(COC2=C1C(=CC=C2)NCC(=O)O)=O ((4-naphthalen-2-ylmethyl-3-oxo-3,4-dihydro-2H-benzo[1,4]oxazin-5-ylamino)-acetic acid). Solvent: C1CCOC1 (THF).